Dataset: the Open Reaction Database (ORD), a public repository of structured organic reaction records. Task: describe an organic reaction: reactants, conditions, products, and yield The product is OCCCCc1ncnc2scc(-c3ccc(F)cc3)c12. The reactants are C=CCCc1ncnc2scc(-c3ccc(F)cc3)c12, CCOC(C)=O, CCO, B1C2CCCC1CCC2, [Na+], C1CCOC1, [OH-], OO. RXN SMILES: [CH2:10]([CH2:11][CH:12]=[CH2:13])[c:14]1[c:15]2[c:16]([n:17][cH:18][n:19]1)[s:20][cH:21][c:22]2-[c:23]1[cH:24][cH:25][c:26]([F:29])[cH:27][cH:28]1.[CH3:39][CH2:40][O:41][C:42](=[O:43])[CH3:44].[CH3:45][CH2:46][OH:47].[CH:1]12[CH2:2][CH2:3][CH2:4][CH:5]([BH:6]1)[CH2:7][CH2:8][CH2:9]2.[Na+:31].[O:34]1[CH2:35][CH2:36][CH2:37][CH2:38]1.[OH-:30].[OH:32][OH:33]>>[CH2:10]([CH2:11][CH2:12][CH2:13][OH:30])[c:14]1[c:15]2[c:16]([n:17][cH:18][n:19]1)[s:20][cH:21][c:22]2-[c:23]1[cH:24][cH:25][c:26]([F:29])[cH:27][cH:28]1. Starting materials: CCCc1[nH]c(=O)nc(-c2cccc(C(F)(F)F)c2)c1C, O=P(Cl)(Cl)Cl. Product: CCCc1nc(Cl)nc(-c2cccc(C(F)(F)F)c2)c1C. Reaction SMILES: [CH3:1][c:2]1[c:3](-[c:12]2[cH:13][c:14]([C:18]([F:19])([F:20])[F:21])[cH:15][cH:16][cH:17]2)[n:4][c:5](=[O:11])[nH:6][c:7]1[CH2:8][CH2:9][CH3:10].[P:22]([Cl:23])([Cl:24])([Cl:25])=[O:26]>>[CH3:1][c:2]1[c:3](-[c:12]2[cH:13][c:14]([C:18]([F:19])([F:20])[F:21])[cH:15][cH:16][cH:17]2)[n:4][c:5]([Cl:24])[n:6][c:7]1[CH2:8][CH2:9][CH3:10]. The reactants are COc1ccc(Nc2ncc(CCO)cc2-c2nc(C)nc3c2ncn3C2CCCCO2)cn1, CO, O=C(O)C(F)(F)F. Yields the product COc1ccc(Nc2ncc(CCO)cc2-c2nc(C)nc3[nH]cnc23)cn1. As a reaction SMILES: [CH3:1][O:2][c:3]1[cH:4][cH:5][c:6]([NH:9][c:10]2[c:11](-[c:19]3[c:20]4[n:21][cH:22][n:23]([CH:29]5[CH2:30][CH2:31][CH2:32][CH2:33][O:34]5)[c:24]4[n:25][c:26]([CH3:28])[n:27]3)[cH:12][c:13]([CH2:16][CH2:17][OH:18])[cH:14][n:15]2)[cH:7][n:8]1.[CH3:42][OH:43].[F:35][C:36]([F:37])([F:38])[C:39]([OH:40])=[O:41]>>[CH3:1][O:2][c:3]1[cH:4][cH:5][c:6]([NH:9][c:10]2[c:11](-[c:19]3[c:20]4[n:21][cH:22][nH:23][c:24]4[n:25][c:26]([CH3:28])[n:27]3)[cH:12][c:13]([CH2:16][CH2:17][OH:18])[cH:14][n:15]2)[cH:7][n:8]1. Procedure details: In 300 ml of purified water, 1.64 g of sodium hydroxide was dissolved. In the resultant aqueous solution, 6.06 g of cinnamic acid (purity 99.9%, conjugate number 4) was thoroughly dissolved under stirring, to produce a sodium cinnamate aqueous solution. The pH value of this aqueous solution was adjusted to 11.0 with a 0.1 N sodium hydroxide aqueous solution. Then, a europium chloride aqueous solution obtained in advance by thoroughly dissolving 5.0 g of europium chloride (EuCl3.6H2O; purity 99.9... RXN SMILES: [Cl-].[Eu+3:2].[Cl-].[Cl-].[C:5]([O-:15])(=[O:14])[CH:6]=[CH:7][C:8]1[CH:13]=[CH:12][CH:11]=[CH:10][CH:9]=1.[Na+]>O>[C:5]([O-:15])(=[O:14])[CH:6]=[CH:7][C:8]1[CH:9]=[CH:10][CH:11]=[CH:12][CH:13]=1.[Eu+3:2].[C:5]([O-:15])(=[O:14])[CH:6]=[CH:7][C:8]1[CH:9]=[CH:10][CH:11]=[CH:12][CH:13]=1.[C:5]([O-:15])(=[O:14])[CH:6]=[CH:7][C:8]1[CH:9]=[CH:10][CH:11]=[CH:12][CH:13]=1 |f:0.1.2.3,4.5,7.8.9.10|. Product: C(C=CC1=CC=CC=C1)(=O)[O-].[Eu+3].C(C=CC1=CC=CC=C1)(=O)[O-].C(C=CC1=CC=CC=C1)(=O)[O-] (europium cinnamate). Solvent: O (water). Starting materials: [Cl-].[Eu+3].[Cl-].[Cl-] (europium chloride), C(C=CC1=CC=CC=C1)(=O)[O-].[Na+] (sodium cinnamate). Starting materials: CC#N, CCN(C(C)C)C(C)C, CN(CCCl)C1COc2ccccc2-c2c(C3CCCCC3)c3ccc(C(=O)NS(=O)(=O)N4CCNCC4)cc3n2C1. Product: CN1CCN2CCN(CC2)S(=O)(=O)NC(=O)c2ccc3c(C4CCCCC4)c4n(c3c2)CC1COc1ccccc1-4. RXN SMILES: [CH3:52][C:53]#[N:54].[CH:1]([N:2]([CH2:3][CH3:4])[CH:5]([CH3:6])[CH3:7])([CH3:8])[CH3:9].[Cl:10][CH2:11][CH2:12][N:13]([CH:14]1[CH2:15][O:16][c:17]2[c:18]([cH:47][cH:48][cH:49][cH:50]2)-[c:19]2[n:20]([c:22]3[cH:23][c:24]([C:35](=[O:36])[NH:37][S:38](=[O:39])(=[O:40])[N:41]4[CH2:42][CH2:43][NH:44][CH2:45][CH2:46]4)[cH:25][cH:26][c:27]3[c:28]2[CH:29]2[CH2:30][CH2:31][CH2:32][CH2:33][CH2:34]2)[CH2:21]1)[CH3:51]>>[CH2:11]1[CH2:12][N:13]([CH3:51])[CH:14]2[CH2:15][O:16][c:17]3[c:18]([cH:47][cH:48][cH:49][cH:50]3)-[c:19]3[n:20]([c:22]4[cH:23][c:24]([cH:25][cH:26][c:27]4[c:28]3[CH:29]3[CH2:30][CH2:31][CH2:32][CH2:33][CH2:34]3)[C:35](=[O:36])[NH:37][S:38](=[O:39])(=[O:40])[N:41]3[CH2:42][CH2:43][N:44]1[CH2:45][CH2:46]3)[CH2:21]2. Starting materials: CO, Cl, C1COCCO1, CC(N)c1ccc(-c2ccccc2)s1, CC(C)CS(=O)NC(C)c1ccc(-c2ccccc2)s1. Yields the product CC(C)CS(=O)N=Cc1ccc(-c2ccccc2)s1. Reaction SMILES: [CH3:42][OH:43].[ClH:15].[O:16]1[CH2:17][CH2:18][O:19][CH2:20][CH2:21]1.[c:1]1(-[c:2]2[s:3][c:4]([CH:5]([NH2:6])[CH3:7])[cH:8][cH:9]2)[cH:10][cH:11][cH:12][cH:13][cH:14]1.[c:22]1(-[c:28]2[cH:29][cH:30][c:31]([CH:33]([CH3:34])[NH:35][S:36](=[O:37])[CH2:38][CH:39]([CH3:40])[CH3:41])[s:32]2)[cH:23][cH:24][cH:25][cH:26][cH:27]1>>[c:22]1(-[c:28]2[cH:29][cH:30][c:31]([CH:33]=[N:35][S:36](=[O:37])[CH2:38][CH:39]([CH3:40])[CH3:41])[s:32]2)[cH:23][cH:24][cH:25][cH:26][cH:27]1. Reactants: CC(C)OP(=O)OC(C)C (effective_coupling_partner), Cc1ccc(OC(=O)C(C)(C)C)cc1 (substrate). Reagents/catalysts: dcype. Conditions: temperature 100 celsius, time 24 hour. Product: Cc1ccc(P(=O)(OC(C)C)OC(C)C)cc1. The reactants are C1CNC1, CN1CCOCC1, CCCNC(=O)c1nnc2c(-c3cccc(C(=O)O)c3)cccc2c1N, CN(C)C=O, O, On1nnc2ccccc21. Yields the product CCCNC(=O)c1nnc2c(-c3cccc(C(=O)N4CCC4)c3)cccc2c1N. As a reaction SMILES: [CH2:27]1[CH2:28][NH:29][CH2:30]1.[CH3:31][N:32]1[CH2:33][CH2:34][O:35][CH2:36][CH2:37]1.[NH2:1][c:2]1[c:3]([C:21]([NH:22][CH2:23][CH2:24][CH3:25])=[O:26])[n:4][n:5][c:6]2[c:7](-[c:12]3[cH:13][c:14]([C:15](=[O:16])[OH:17])[cH:18][cH:19][cH:20]3)[cH:8][cH:9][cH:10][c:11]12.[O:48]=[CH:49][N:50]([CH3:51])[CH3:52].[OH2:53].[OH:38][n:39]1[c:40]2[cH:41][cH:42][cH:43][cH:44][c:45]2[n:46][n:47]1>>[NH2:1][c:2]1[c:3]([C:21]([NH:22][CH2:23][CH2:24][CH3:25])=[O:26])[n:4][n:5][c:6]2[c:7](-[c:12]3[cH:13][c:14]([C:15](=[O:17])[N:29]4[CH2:28][CH2:27][CH2:30]4)[cH:18][cH:19][cH:20]3)[cH:8][cH:9][cH:10][c:11]12. Reactants: C(#N)C1(CCC(CC1)=O)C1=CC=C(C=C1)Cl (4-cyano-4-(4-chlorophenyl)cyclohexanone), C(CO)O (ethylene glycol), ethylene ketal, C(#N)C1(CCC(CC1)=O)C1=CC=C(C=C1)Cl (4-cyano-4-(4-chlorophenyl)cyclohexanone), [OH-].[K+] (potassium hydroxide). The solvent is O (water). Yields the product C(=O)(O)C1(CCC(CC1)=O)C1=CC=C(C=C1)Cl (4-carboxy-4-(4-chlorophenyl)cyclohexanone). The yield is 82.2%. Reaction SMILES: [C:1]([C:3]1([C:10]2[CH:15]=[CH:14][C:13]([Cl:16])=[CH:12][CH:11]=2)[CH2:8][CH2:7][C:6](=[O:9])[CH2:5][CH2:4]1)#N.[OH-:17].[K+].C(O)C[OH:21]>O>[C:1]([C:3]1([C:10]2[CH:15]=[CH:14][C:13]([Cl:16])=[CH:12][CH:11]=2)[CH2:8][CH2:7][C:6](=[O:9])[CH2:5][CH2:4]1)([OH:21])=[O:17] |f:1.2|. Procedure details: A mixture of 21.87 g. (0.079 mole) of 4-cyano-4-(4-chlorophenyl)cyclohexanone, ethylene ketal (prepared in Example 19) and 22 g. of potassium hydroxide in 220 ml. of ethylene glycol is heated at reflux for about 16 hours. The resulting solution is allowed to cool, diluted with water and washed with ether. The aqueous layer is covered with ether and then cautiously acidified. The aqueous layer is extracted with two additional portions of ether and the extracts combined. The extracts are evaporate...